This data is from the Open Reaction Database (ORD), a public repository of structured organic reaction records. The task is: describe an organic reaction: reactants, conditions, products, and yield Reactants: ClC=1C(=C2N=C(C(=NC2=CC1Cl)OC)OC)N1C(=NN=C1)C=1C=NC=CC1 (6,7-dichloro-2,3-dimethoxy-5-[3-(3-pyridyl)-4H-1,2,4-triazol-4-yl]quinoxaline), C=O (paraformaldehyde), Cl.CNC (dimethylamine hydrochloride). Solvent: C(C)(=O)O (acetic acid). Yields the product ClC=1C(=C2N=C(C(=NC2=CC1Cl)OC)OC)N1C(=NN=C1C=1C=NC=CC1)CN(C)C (6,7-Dichloro-2,3-dimethoxy-5-[3-dimethylaminomethyl-5-(3-pyridyl)-4H-1,2,4-triazol-4-yl]quinoxaline). Yield: 65.2%. As a reaction SMILES: [Cl:1][C:2]1[C:3]([N:17]2[CH:21]=[N:20][N:19]=[C:18]2[C:22]2[CH:23]=[N:24][CH:25]=[CH:26][CH:27]=2)=[C:4]2[C:9](=[CH:10][C:11]=1[Cl:12])[N:8]=[C:7]([O:13][CH3:14])[C:6]([O:15][CH3:16])=[N:5]2.[CH2:28]=O.Cl.[CH3:31][NH:32][CH3:33]>C(O)(=O)C>[Cl:1][C:2]1[C:3]([N:17]2[C:18]([C:22]3[CH:23]=[N:24][CH:25]=[CH:26][CH:27]=3)=[N:19][N:20]=[C:21]2[CH2:31][N:32]([CH3:28])[CH3:33])=[C:4]2[C:9](=[CH:10][C:11]=1[Cl:12])[N:8]=[C:7]([O:13][CH3:14])[C:6]([O:15][CH3:16])=[N:5]2 |f:2.3|. Reported procedure: A mixture of 6,7-dichloro-2,3-dimethoxy-5-[3-(3-pyridyl)-4H-1,2,4-triazol-4-yl]quinoxaline (Preparation 98, 101 mg, 0.25 mmol), paraformaldehyde (15 mg, 0.5 mmol) and dimethylamine hydrochloride (22 mg, 0.27 mmol) in acetic acid (5 mL) was heated under reflux for 5 hours. After being cooled, the mixture was concentrated under reduced pressure, water (20 mL) was added, the solution basified with aqueous potassium carbonate solution and extracted with ethyl acetate (3×20 mL). The combined organic ... Reaction conditions: temperature 45 celsius. Run in CN(C=O)C (N,N-dimethylformamide). Starting materials: COC(C1=CC(=C(C=C1)C)N1C(=NC(=C(C1=O)Cl)OCC1=CC=C(C=C1)OC)C)=O (3-[5-chloro-4-(4-methoxy-benzyloxy)-2-methyl-6-oxo-6H-pyrimidin-1-yl]-4-methyl-benzoic acid methyl ester), ClCC1=NC(=CC=C1)F (2-chloromethyl-6-fluoro-pyridine), C([O-])([O-])=O.[K+].[K+] (potassium carbonate), C1COCCOCCOCCOCCOCCO1 (18-crown-6). Procedure details: To a solution of Intermediate 3 (250 mg, 0.81 mmol) in N,N-dimethylformamide (3 mL) was added 2-chloromethyl-6-fluoro-pyridine from Step A (118 mg, 0.81 mmol), potassium carbonate (224 mg, 1.62 mmol) and 18-crown-6 (40 mg). The slurry was heated at 45° C. for eighteen hours. After cooling the reaction was partitioned between ethyl acetate and water. The organic layer was washed with water and brine and dried over magnesium sulfate. The slurry was filtered and concentrated in vacuo. The crude mat... Product: COC(C1=CC(=C(C=C1)C)N1C(=NC(=C(C1=O)Cl)OCC1=NC(=CC=C1)F)C)=O (3-[5-chloro-4-(6-fluoro-pyridin-2-ylmethoxy)-2-methyl-6-oxo-6H-pyrimidin-1-yl]-4-methyl-benzoic acid methyl ester). The yield is 53.0%. As a reaction SMILES: [CH3:1][O:2][C:3](=[O:30])[C:4]1[CH:9]=[CH:8][C:7]([CH3:10])=[C:6]([N:11]2[C:16](=[O:17])[C:15]([Cl:18])=[C:14]([O:19]CC3C=CC(OC)=CC=3)[N:13]=[C:12]2[CH3:29])[CH:5]=1.Cl[CH2:32][C:33]1[CH:38]=[CH:37][CH:36]=[C:35]([F:39])[N:34]=1.C(=O)([O-])[O-].[K+].[K+].C1OCCOCCOCCOCCOCCOC1>CN(C)C=O>[CH3:1][O:2][C:3](=[O:30])[C:4]1[CH:9]=[CH:8][C:7]([CH3:10])=[C:6]([N:11]2[C:16](=[O:17])[C:15]([Cl:18])=[C:14]([O:19][CH2:32][C:33]3[CH:38]=[CH:37][CH:36]=[C:35]([F:39])[N:34]=3)[N:13]=[C:12]2[CH3:29])[CH:5]=1 |f:2.3.4|.